This data is from the Open Reaction Database (ORD), a public repository of structured organic reaction records. The task is: describe an organic reaction: reactants, conditions, products, and yield Starting materials: O=Cc1ccccc1Br, OCCCO, O, Cc1ccc(S(=O)(=O)O)cc1, c1ccccc1. The product is Brc1ccccc1C1OCCCO1. RXN SMILES: [Br:1][c:2]1[c:3]([CH:4]=[O:5])[cH:6][cH:7][cH:8][cH:9]1.[CH2:10]([CH2:11][CH2:12][OH:13])[OH:14].[OH2:15].[c:16]1([CH3:17])[cH:18][cH:19][c:20]([S:21]([OH:22])(=[O:23])=[O:24])[cH:25][cH:26]1.[cH:27]1[cH:28][cH:29][cH:30][cH:31][cH:32]1>>[Br:1][c:2]1[c:3]([CH:4]2[O:5][CH2:10][CH2:11][CH2:12][O:13]2)[cH:6][cH:7][cH:8][cH:9]1. Starting materials: [BH4-].[Li+] (Lithium borohydride), ClC1=C(C=CC(=C1)Cl)CCC(=O)NC1C=2N(C3=C(C(=N1)C1=CC=CC=C1)C=CC=C3)C[C@@H](N2)C(=O)OC ((2R)-3-(2,4-dichlorophenyl)-N-{1,2-dihydro-2-methoxycarbonyl-6-phenyl-4H-imidazo [1,2-a][1,4]benzodiazepin-4-yl}propanamide), CO (methanol), O (water). Run in C1CCOC1 (THF). Reaction conditions: time 18 hour. The product is ClC1=C(C=CC(=C1)Cl)CCC(=O)NC1C=2N(C3=C(C(=N1)C1=CC=CC=C1)C=CC=C3)C[C@@H](N2)CO ((2R)-3-(2,4-dichlorophenyl)-N-{1,2-dihydro-2-hydroxymethyl-6-phenyl-4H-imidazo[1,2-a][1,4]benzodiazepin-4-yl}propanamide). RXN SMILES: [BH4-].[Li+].[Cl:3][C:4]1[CH:9]=[C:8]([Cl:10])[CH:7]=[CH:6][C:5]=1[CH2:11][CH2:12][C:13]([NH:15][CH:16]1[N:22]=[C:21]([C:23]2[CH:28]=[CH:27][CH:26]=[CH:25][CH:24]=2)[C:20]2[CH:29]=[CH:30][CH:31]=[CH:32][C:19]=2[N:18]2[CH2:33][C@H:34]([C:36](OC)=[O:37])[N:35]=[C:17]12)=[O:14].CO.O>C1COCC1>[Cl:3][C:4]1[CH:9]=[C:8]([Cl:10])[CH:7]=[CH:6][C:5]=1[CH2:11][CH2:12][C:13]([NH:15][CH:16]1[N:22]=[C:21]([C:23]2[CH:28]=[CH:27][CH:26]=[CH:25][CH:24]=2)[C:20]2[CH:29]=[CH:30][CH:31]=[CH:32][C:19]=2[N:18]2[CH2:33][C@H:34]([CH2:36][OH:37])[N:35]=[C:17]12)=[O:14] |f:0.1|. Procedure: Lithium borohydride (6.5 mg, 0.3 mmol) was added to a solution of (2R)-3-(2,4-dichlorophenyl)-N-{1,2-dihydro-2-methoxycarbonyl-6-phenyl-4H-imidazo [1,2-a][1,4]benzodiazepin-4-yl}propanamide (160 mg, 0.3 mmol) in THF (20 mL) and the mixture was stirred at room temperature for 18 h. The mixture was cooled to 0° C. and methanol then water were added. The solvent was evaporated under reduced pressure, ethyl acetate was added and the mixture was washed with brine, dried (Na2SO4) and the solvent was e... Starting materials: N1CCCC2=CC=CC=C12 (1,2,3,4-tetrahydroquinoline), FC1=CC2=C(N3C4=C(C(=N2)N2CCN(CC2)C)C=CC=C4CC3)C=C1 (9-fluoro-6-(4-methyl-1piperazinyl)-1,2-dihydrobenzo[b]pyrrolo[3,2,1-jk][1,4]benzodiazepine), FC1=C(C=C(C=C1)C)[N+](=O)[O-] (2-fluoro-5-methylnitrobenzene), 1a. Yields the product CC1=CC(=C(C=C1)N1CCCC2=CC=CC=C12)[N+](=O)[O-] (1-(4-methyl-2-nitrophenyl)-1,2,3,4-tetrahydroquinoline), NC1=C(C=CC(=C1)C)N1CCCC2=CC=CC=C12 (1-(2-amino-4-methylphenyl)-1,2,3,4-tetrahydroquinoline), N-[2-{1-(5-methylphenyl)-1,2,3,4-tetrahydroquinolin-1-yl}]-4-methyl-1-piperazine carboxamide, CC=1C=CC2=C(N=C(C3=C4N2CCCC4=CC=C3)N3CCN(CC3)C)C1 (10-methyl-7-(4-methyl-1-piperazinyl)-2,3-dihydro-1H-quino[1,8-ab][1,5]benzodiazepine). Reaction SMILES: [NH:1]1[C:10]2[C:5](=[CH:6][CH:7]=[CH:8][CH:9]=2)[CH2:4][CH2:3][CH2:2]1.F[C:12]1[CH:17]=[CH:16][C:15]([CH3:18])=[CH:14][C:13]=1[N+:19]([O-:21])=[O:20].FC1[CH:46]=[CH:45][C:26]2[N:27]3[CH2:44][CH2:43][C:42]4[C:28]3=[C:29]([CH:39]=[CH:40][CH:41]=4)[C:30]([N:32]3[CH2:37][CH2:36][N:35]([CH3:38])[CH2:34][CH2:33]3)=NC=2C=1>>[CH3:18][C:15]1[CH:16]=[CH:17][C:12]([N:1]2[C:10]3[C:5](=[CH:6][CH:7]=[CH:8][CH:9]=3)[CH2:4][CH2:3][CH2:2]2)=[C:13]([N+:19]([O-:21])=[O:20])[CH:14]=1.[NH2:19][C:13]1[CH:14]=[C:15]([CH3:18])[CH:16]=[CH:17][C:12]=1[N:27]1[C:28]2[C:29](=[CH:39][CH:40]=[CH:41][CH:42]=2)[CH2:30][CH2:43][CH2:44]1.[CH3:18][C:15]1[CH:16]=[CH:17][C:12]2[N:27]3[CH2:26][CH2:45][CH2:46][C:42]4=[CH:41][CH:40]=[CH:39][C:29](=[C:28]34)[C:30]([N:32]3[CH2:33][CH2:34][N:35]([CH3:38])[CH2:36][CH2:37]3)=[N:19][C:13]=2[CH:14]=1. Procedure: Starting with 1,2,3,4-tetrahydroquinoline and 2-fluoro-5-methylnitrobenzene and following the steps of 1a to 1f of Example 2, one may obtain, in sequence, 1-(4-methyl-2-nitrophenyl)-1,2,3,4-tetrahydroquinoline, 1-(2-amino-4-methylphenyl)-1,2,3,4-tetrahydroquinoline, N-[2-{1-(5-methylphenyl)-1,2,3,4-tetrahydroquinolin-1-yl}]-4-methyl-1-piperazine carboxamide, and 10-methyl-7-(4-methyl-1-piperazinyl)-2,3-dihydro-1H-quino[1,8-ab][1,5]benzodiazepine. Reactants: [OH-].[K+] (potassium hydroxide), C(C)O (ethanol), FC1=C(C=C(C(=C1)Cl)OC1CCCC1)NC(OC)=O (methyl N-(2-fluoro-4-chloro-5-cyclopentyloxyphenyl)carbamate). Run in O (water). Product: FC1=C(N)C=C(C(=C1)Cl)OC1CCCC1 (2-fluoro-4-chloro-5-cyclopentyloxyaniline). The yield is 97.1%. As a reaction SMILES: [OH-].[K+].C(O)C.[F:6][C:7]1[CH:12]=[C:11]([Cl:13])[C:10]([O:14][CH:15]2[CH2:19][CH2:18][CH2:17][CH2:16]2)=[CH:9][C:8]=1[NH:20]C(=O)OC>O>[F:6][C:7]1[CH:12]=[C:11]([Cl:13])[C:10]([O:14][CH:15]2[CH2:19][CH2:18][CH2:17][CH2:16]2)=[CH:9][C:8]=1[NH2:20] |f:0.1|. Procedure: 4N potassium hydroxide aqueous solution (4.75 liters) was added to an ethanol solution (3 liters) of methyl N-(2-fluoro-4-chloro-5-cyclopentyloxyphenyl)carbamate (2.25 kg, 7.85 mol) and the mixture was heated under reflux for 5 hours. After reaction, the reaction liquid was cooled to room temperature, water (5 liters) was added thereto, and this was extracted with toluene (5 liters×2). The organic layer was washed with water and then dried over anhydrous magnesium sulfate. The drying agent was t... The reactants are Cl (hydrochloric acid), C(C)OC(=O)C1(CCN(CC1)C(=O)OC(C)(C)C)COCC1=CC=CC=C1 (4-benzyloxymethylpiperidine-1,4-dicarboxylic acid-1-tert butyl ester-4-ethyl ester). Run in O1CCOCC1 (dioxane). Conditions: time 30 minute. Product: C(C)OC(=O)C1(CCNCC1)COCC1=CC=CC=C1 (4-benzyloxymethylpiperidine-4-carboxylic acid ethyl ester). RXN SMILES: Cl.[CH2:2]([O:4][C:5]([C:7]1([CH2:20][O:21][CH2:22][C:23]2[CH:28]=[CH:27][CH:26]=[CH:25][CH:24]=2)[CH2:12][CH2:11][N:10](C(OC(C)(C)C)=O)[CH2:9][CH2:8]1)=[O:6])[CH3:3]>O1CCOCC1>[CH2:2]([O:4][C:5]([C:7]1([CH2:20][O:21][CH2:22][C:23]2[CH:24]=[CH:25][CH:26]=[CH:27][CH:28]=2)[CH2:8][CH2:9][NH:10][CH2:11][CH2:12]1)=[O:6])[CH3:3]. Procedure: A solution of hydrochloric acid (12N, 1.5 mL) in dioxane (7.5 mL) is added to 4-benzyloxymethylpiperidine-1,4-dicarboxylic acid-1-tert butyl ester-4-ethyl ester (1.9 g, 0.005 mol) and stirred at room temperature for 30 minutes. The reaction mixture is concentrated under reduced pressure and the residue is treated with aqueous solution of sodium bicarbonate to adjust the pH to 8-9. It is again concentrated under reduced pressure and the residue is treated with dichloromethane. After drying over s...